This data is from the Open Reaction Database (ORD), a public repository of structured organic reaction records. The task is: describe an organic reaction: reactants, conditions, products, and yield Reactants: C(C)OC(C(OC)=N)OCC (methyl 2,2-diethoxyethanimidoate), C(C)(=O)O (acetic acid), CNN (Methylhydrazine), FC=1C=C(C=CC1)C(OC)=N (methyl 3-fluorobenzenecarboximidoate). The solvent is C1CCOC1 (THF), C(Cl)Cl (CH2Cl2). Run at time 3 day. Product: C(C)OC(C1=NC(=NN1C)C1=CC(=CC=C1)F)OCC (5-(Diethoxymethyl)-3-(3-fluorophenyl)-1-methyl-1H-1,2,4-triazole). Isolated yield 21.0%. RXN SMILES: [CH3:1][NH:2]N.[F:4][C:5]1[CH:6]=[C:7]([C:11](=[NH:14])OC)[CH:8]=[CH:9][CH:10]=1.[CH2:15]([O:17][CH:18]([O:23][CH2:24][CH3:25])[C:19](=[NH:22])OC)[CH3:16].C(O)(=O)C>C1COCC1.C(Cl)Cl>[CH2:15]([O:17][CH:18]([O:23][CH2:24][CH3:25])[C:19]1[N:2]([CH3:1])[N:14]=[C:11]([C:7]2[CH:8]=[CH:9][CH:10]=[C:5]([F:4])[CH:6]=2)[N:22]=1)[CH3:16]. Procedure details: MeONa (2.35 g, 41 mmol) was added to a stirred solution of 3-fluorobenzonitrile (50.0 g, 413 mmol) in methanol (300 mL). The mixture was stirred at room temperature for 3 days and concentrated in vacuo. The residue was dissolved in ether (300 mL), washed with water (2×150 mL), brine (150 mL), dried with Na2SO4, and concentrated in vacuo to afford 62.8 g (99%) of methyl 3-fluorobenzenecarboximidoate. Methylhydrazine (21.8 mL, 410 n mmol) was added to a stirred solution of methyl 3-fluorobenzeneca...